This data is from the Open Reaction Database (ORD), a public repository of structured organic reaction records. The task is: describe an organic reaction: reactants, conditions, products, and yield Reactants: NC1=CC(=C(C(=O)N[C@@H]2[C@@H](CN(CC2)CCCOC2=CC=C(C=C2)F)O)C=C1Cl)OC (cis-4-amino-5-chloro-N-[1-[3-(4-fluorophenoxy)propyl]-3-hydroxy-4-piperidinyl]-2-methoxybenzamide), O1CCCC1 (tetrahydrofuran). Solvent: C(C)N(CC)CC (N,N-diethylethanamine). Reaction conditions: temperature 0 celsius, time 8 hour. Yields the product C(C)(=O)O[C@@H]1CN(CC[C@@H]1NC(C1=C(C=C(C(=C1)Cl)N)OC)=O)CCCOC1=CC=C(C=C1)F (cis-4-[(4-amino-5-chloro-2-methoxybenzoyl)amino]-1-[3-(4-fluorophenoxy)propyl]-3-piperidinol acetate). Reaction SMILES: [NH2:1][C:2]1[C:28]([Cl:29])=[CH:27][C:5]([C:6]([NH:8][C@H:9]2[CH2:14][CH2:13][N:12]([CH2:15][CH2:16][CH2:17][O:18][C:19]3[CH:24]=[CH:23][C:22]([F:25])=[CH:21][CH:20]=3)[CH2:11][C@H:10]2[OH:26])=[O:7])=[C:4]([O:30][CH3:31])[CH:3]=1.[O:32]1CC[CH2:34][CH2:33]1>C(N(CC)CC)C>[C:33]([O:26][C@H:10]1[C@@H:9]([NH:8][C:6](=[O:7])[C:5]2[CH:27]=[C:28]([Cl:29])[C:2]([NH2:1])=[CH:3][C:4]=2[O:30][CH3:31])[CH2:14][CH2:13][N:12]([CH2:15][CH2:16][CH2:17][O:18][C:19]2[CH:20]=[CH:21][C:22]([F:25])=[CH:23][CH:24]=2)[CH2:11]1)(=[O:32])[CH3:34]. Reported procedure: To a stirred solution of 7.5 parts of cis-4-amino-5-chloro-N-[1-[3-(4-fluorophenoxy)propyl]-3-hydroxy-4-piperidinyl]-2-methoxybenzamide in 68 parts of tetrahydrofuran were added dropwise 2.02 parts of N,N-diethylethanamine. After cooling to 0° C., there was dried dropwise a solution of 1.4 parts of acetyl chloride in 9 parts of tetrahydrofurane at a temperature below 0° C. Upon completion, stirring was continued for a while while cooling in an ice-bath. The reaction mixture was allowed to reach ... Starting materials: CCOP(=O)(Cc1ccc(Nc2ncc(C(F)(F)F)c(Cl)n2)cc1)OCC, CCOC1CCC(c2ccc(N)c3c2CN(C)C3=O)CC1. Product: CCOC1CCC(c2ccc(Nc3nc(Nc4ccc(CP(=O)(OCC)OCC)cc4)ncc3C(F)(F)F)c3c2CN(C)C3=O)CC1. Reaction SMILES: [CH2:1]([CH3:2])[O:3][P:4]([O:5][CH2:6][CH3:7])(=[O:8])[CH2:9][c:10]1[cH:11][cH:12][c:13]([NH:16][c:17]2[n:18][cH:19][c:20]([C:24]([F:25])([F:26])[F:27])[c:21]([Cl:23])[n:22]2)[cH:14][cH:15]1.[NH2:28][c:29]1[cH:30][cH:31][c:32]([CH:40]2[CH2:41][CH2:42][CH:43]([O:46][CH2:47][CH3:48])[CH2:44][CH2:45]2)[c:33]2[c:37]1[C:36](=[O:38])[N:35]([CH3:39])[CH2:34]2>>[CH2:1]([CH3:2])[O:3][P:4]([O:5][CH2:6][CH3:7])(=[O:8])[CH2:9][c:10]1[cH:11][cH:12][c:13]([NH:16][c:17]2[n:18][cH:19][c:20]([C:24]([F:25])([F:26])[F:27])[c:21]([NH:28][c:29]3[cH:30][cH:31][c:32]([CH:40]4[CH2:41][CH2:42][CH:43]([O:46][CH2:47][CH3:48])[CH2:44][CH2:45]4)[c:33]4[c:37]3[C:36](=[O:38])[N:35]([CH3:39])[CH2:34]4)[n:22]2)[cH:14][cH:15]1. Run in CCO (EtOH). As a reaction SMILES: O=C1C2C(=CC=CC=2)C(=O)[N:3]1[CH2:12][C:13]1[CH:18]=[CH:17][C:16]([C:19]([NH:21][C:22]2[CH:23]=[C:24]([C:36]3[CH:41]=[CH:40][CH:39]=[CH:38][CH:37]=3)[CH:25]=[CH:26][C:27]=2[NH:28][C:29](=[O:35])[O:30][C:31]([CH3:34])([CH3:33])[CH3:32])=[O:20])=[CH:15][CH:14]=1.O.NN>CCO>[NH2:3][CH2:12][C:13]1[CH:18]=[CH:17][C:16]([C:19]([NH:21][C:22]2[CH:23]=[C:24]([C:36]3[CH:37]=[CH:38][CH:39]=[CH:40][CH:41]=3)[CH:25]=[CH:26][C:27]=2[NH:28][C:29](=[O:35])[O:30][C:31]([CH3:34])([CH3:33])[CH3:32])=[O:20])=[CH:15][CH:14]=1 |f:1.2|. Procedure: 1,1-dimethylethyl {3-[({4-[(1,3-dioxo-1,3-dihydro-2H-isoindol-2-yl)methyl]phenyl}carbonyl)amino]biphenyl-4-yl}carbamate (17 g, 31 mmol) and hydrazine hydrate (3.01 mL, 62.1 mmol) were stirred in refluxing EtOH (135 mL) for 5 hours. Room temperature was attained and the white precipitate removed by filtration and washed with EtOH. The filtrate was concentrated in vacuo and purified by MPLC (10% [MeOH+1% NH4OH]-DCM) to give 1,1-dimethylethyl [3-({[4-(aminomethyl)phenyl]carbonyl}amino)biphenyl-4-yl... Starting materials: O=C1N(C(C2=CC=CC=C12)=O)CC1=CC=C(C=C1)C(=O)NC=1C=C(C=CC1NC(OC(C)(C)C)=O)C1=CC=CC=C1 (1,1-dimethylethyl {3-[({4-[(1,3-dioxo-1,3-dihydro-2H-isoindol-2-yl)methyl]phenyl}carbonyl)amino]biphenyl-4-yl}carbamate), O.NN (hydrazine hydrate). Product: NCC1=CC=C(C=C1)C(=O)NC=1C=C(C=CC1NC(OC(C)(C)C)=O)C1=CC=CC=C1 (1,1-dimethylethyl [3-({[4-(aminomethyl)phenyl]carbonyl}amino)biphenyl-4-yl]carbamate). Reactants: CC(C)N(CCC(c1ccccc1)c1cc(CCCCOc2ccc(CCNCC(O[Si](C)(C)C(C)(C)C)c3ccc(OCc4ccccc4)c(NS(C)(=O)=O)c3)cc2)ccc1O)C(C)C, CCO, O=C[O-], [NH4+], [OH-], [OH-], [Pd+2]. Product: CC(C)N(CCC(c1ccccc1)c1cc(CCCCOc2ccc(CCNCC(O[Si](C)(C)C(C)(C)C)c3ccc(O)c(NS(C)(=O)=O)c3)cc2)ccc1O)C(C)C. As a reaction SMILES: [CH2:1]([c:2]1[cH:3][cH:4][cH:5][cH:6][cH:7]1)[O:8][c:9]1[c:10]([NH:62][S:63](=[O:64])(=[O:65])[CH3:66])[cH:11][c:12]([CH:15]([CH2:16][NH:17][CH2:18][CH2:19][c:20]2[cH:21][cH:22][c:23]([O:26][CH2:27][CH2:28][CH2:29][CH2:30][c:31]3[cH:32][c:33]([CH:38]([CH2:39][CH2:40][N:41]([CH:42]([CH3:43])[CH3:44])[CH:45]([CH3:46])[CH3:47])[c:48]4[cH:49][cH:50][cH:51][cH:52][cH:53]4)[c:34]([OH:37])[cH:35][cH:36]3)[cH:24][cH:25]2)[O:54][Si:55]([CH3:56])([CH3:57])[C:58]([CH3:59])([CH3:60])[CH3:61])[cH:13][cH:14]1.[CH3:71][CH2:72][OH:73].[CH:67]([O-:68])=[O:69].[NH4+:70].[OH-:74].[OH-:76].[Pd+2:75]>>[OH:8][c:9]1[c:10]([NH:62][S:63](=[O:64])(=[O:65])[CH3:66])[cH:11][c:12]([CH:15]([CH2:16][NH:17][CH2:18][CH2:19][c:20]2[cH:21][cH:22][c:23]([O:26][CH2:27][CH2:28][CH2:29][CH2:30][c:31]3[cH:32][c:33]([CH:38]([CH2:39][CH2:40][N:41]([CH:42]([CH3:43])[CH3:44])[CH:45]([CH3:46])[CH3:47])[c:48]4[cH:49][cH:50][cH:51][cH:52][cH:53]4)[c:34]([OH:37])[cH:35][cH:36]3)[cH:24][cH:25]2)[O:54][Si:55]([CH3:56])([CH3:57])[C:58]([CH3:59])([CH3:60])[CH3:61])[cH:13][cH:14]1. Starting materials: O=[N+]([O-])c1cc(Br)c(OS(=O)(=O)C(F)(F)F)c(Br)c1, CN(C)C=O, [I-], [Na+], O. Product: O=[N+]([O-])c1cc(Br)c(I)c(Br)c1. Reaction SMILES: [Br:6][c:7]1[c:8]([O:17][S:18]([C:19]([F:20])([F:21])[F:22])(=[O:23])=[O:24])[c:9]([Br:16])[cH:10][c:11]([N+:13](=[O:14])[O-:15])[cH:12]1.[CH3:1][N:2]([CH3:3])[CH:4]=[O:5].[I-:26].[Na+:25].[OH2:27]>>[Br:6][c:7]1[c:8]([I:26])[c:9]([Br:16])[cH:10][c:11]([N+:13](=[O:14])[O-:15])[cH:12]1. The reactants are CCC(Br)CC, CN(C)C=O, [H-], [Na+], O=c1ccc2cnc(Nc3ccccc3)nc2[nH]1. The product is CCC(CC)n1c(=O)ccc2cnc(Nc3ccccc3)nc21. RXN SMILES: [Br:21][CH:22]([CH2:23][CH3:24])[CH2:25][CH3:26].[CH3:27][N:28]([CH3:29])[CH:30]=[O:31].[H-:2].[Na+:1].[c:3]1([NH:9][c:10]2[n:11][cH:12][c:13]3[c:14]([n:15]2)[nH:16][c:17](=[O:20])[cH:18][cH:19]3)[cH:4][cH:5][cH:6][cH:7][cH:8]1>>[c:3]1([NH:9][c:10]2[n:11][cH:12][c:13]3[c:14]([n:15]2)[n:16]([CH:22]([CH2:23][CH3:24])[CH2:25][CH3:26])[c:17](=[O:20])[cH:18][cH:19]3)[cH:4][cH:5][cH:6][cH:7][cH:8]1. Starting materials: N1C(=NC2=C1C=CC=C2)C=2N=C(SC2N2CCN(CC2)C(CN2C=CC=1C2=NC=CC1)=O)Br (1-{4-[4-(1H-Benzoimidazol-2-yl)-2-bromo-thiazol-5-yl]-piperazin-1-yl}-2-pyrrolo[2,3-b]pyridin-1-yl-ethanone), 1,1′-bis(diphenylphosphin)ferrocen dichloropalladium-(II)-chlorid, O1CCOCC1 (dioxane). Conditions: temperature 100 celsius, time 1.5 hour. Yields the product N1C(=NC2=C1C=CC=C2)C=2N=C(SC2N2CCN(CC2)C(CN2C=CC=1C2=NC=CC1)=O)CC (1-{4-[4-(1H-Benzoimidazol-2-yl)-2-ethyl-thiazol-5-yl]-piperazin-1-yl}-2-pyrrolo[2,3-b]pyridin-1-yl-ethanone). Reaction SMILES: [NH:1]1[C:5]2[CH:6]=[CH:7][CH:8]=[CH:9][C:4]=2[N:3]=[C:2]1[C:10]1[N:11]=[C:12](Br)[S:13][C:14]=1[N:15]1[CH2:20][CH2:19][N:18]([C:21](=[O:32])[CH2:22][N:23]2[C:27]3=[N:28][CH:29]=[CH:30][CH:31]=[C:26]3[CH:25]=[CH:24]2)[CH2:17][CH2:16]1.O1CCO[CH2:36][CH2:35]1>>[NH:1]1[C:5]2[CH:6]=[CH:7][CH:8]=[CH:9][C:4]=2[N:3]=[C:2]1[C:10]1[N:11]=[C:12]([CH2:35][CH3:36])[S:13][C:14]=1[N:15]1[CH2:20][CH2:19][N:18]([C:21](=[O:32])[CH2:22][N:23]2[C:27]3=[N:28][CH:29]=[CH:30][CH:31]=[C:26]3[CH:25]=[CH:24]2)[CH2:17][CH2:16]1. Reported procedure: A vial was charged with Example 38 (50 mg), 1,1′-bis(diphenylphosphin)ferrocen dichloropalladium-(II)-chlorid complex (in DCM 1/1, 3.91 mg) and dioxane (1.5 mL) at RT under argon, sealed and evacuated and backfilled with argon three times. Diethylzinc (1.5M in toluene) was added. The resulting orange suspension was shaken at 100° C. for 1.5 h. The reaction mixture was allowed to cool down, was quenched with water (0.5 mL) dropwise and evaporated to dryness. The resulting brown solid was purified... Starting materials: C1(CCC1)CO (cyclobutylmethanol), CC(C)(C)[S@](=O)N ((S)-2-methylpropane-2-sulfinamide), solution, CC(=O)OI1(C=2C=CC=CC2C(=O)O1)(OC(=O)C)OC(=O)C (Dess-Martin periodinane), C1(CCC1)C=O (cyclobutanecarbaldehyde). The reagents and catalysts are S(=O)(=O)([O-])[O-].[Cu+2] (copper sulfate). Solvent: ClCCl (dichloromethane), petroleum ether, petroleum ether, ClCCl (dichloromethane). Reaction conditions: time 2 hour. Yields the product C1(CCC1)\C=N\[S@@](=O)C(C)(C)C ((S)—N-[(1E)-cyclobutylmethylidene]-2-methylpropane-2-sulfinamide). As a reaction SMILES: [CH:1]1([CH2:5]O)[CH2:4][CH2:3][CH2:2]1.CC(OI1(OC(C)=O)(OC(C)=O)OC(=O)C2C=CC=CC1=2)=O.C1(C=O)CCC1.[CH3:35][C:36]([S@@:39]([NH2:41])=[O:40])([CH3:38])[CH3:37]>ClCCl.S([O-])([O-])(=O)=O.[Cu+2]>[CH:1]1(/[CH:5]=[N:41]/[S@:39]([C:36]([CH3:38])([CH3:37])[CH3:35])=[O:40])[CH2:4][CH2:3][CH2:2]1 |f:5.6|. Procedure details: Into a 20-L 4-necked round-bottom flask was placed a solution of cyclobutylmethanol (1000 g, 11.61 mol) in dichloromethane (10 L). This was followed by the addition of Dess-Martin periodinane (4683 g, 11.04 mol) in several batches at 10-15° C. over 120 min. The resulting solution was stirred for 2 h at room temperature and then quenched by the addition of 20 L of cold, saturated aqueous sodium bicarbonate solution. Solids were removed by filtration and washed with 5 L of dichloromethane. The fil...